Dataset: the Open Reaction Database (ORD), a public repository of structured organic reaction records. Task: describe an organic reaction: reactants, conditions, products, and yield Reactants: C(C)OC(=O)C=1C(=NC(=C(C1Cl)[N+](=O)[O-])Cl)C (4,6-dichloro-2-methyl-5-nitropyridine-3-carboxylic acid ethyl ester), alcohol, C(C1=CC=CC=C1)NCC (benzyl(ethyl)amine). Run in C(C)N(CC)CC (triethylamine). Reaction conditions: time 24 hour. The product is ClC1=C(C(=NC(=C1[N+](=O)[O-])N(CC1=CC=CC=C1)CC)C)C(=O)OCC (4-Chloro-6-[ethyl(phenylmethyl)amino]-2-methyl-5-nitro-3-pyridine carboxylic acid, ethyl ester). As a reaction SMILES: [CH2:1]([O:3][C:4]([C:6]1[C:7]([CH3:17])=[N:8][C:9](Cl)=[C:10]([N+:13]([O-:15])=[O:14])[C:11]=1[Cl:12])=[O:5])[CH3:2].[CH2:18]([NH:25][CH2:26][CH3:27])[C:19]1[CH:24]=[CH:23][CH:22]=[CH:21][CH:20]=1>C(N(CC)CC)C>[Cl:12][C:11]1[C:10]([N+:13]([O-:15])=[O:14])=[C:9]([N:25]([CH2:26][CH3:27])[CH2:18][C:19]2[CH:24]=[CH:23][CH:22]=[CH:21][CH:20]=2)[N:8]=[C:7]([CH3:17])[C:6]=1[C:4]([O:3][CH2:1][CH3:2])=[O:5]. Procedure details: 279 g. of 4,6-dichloro-2-methyl-5-nitropyridine-3-carboxylic acid ethyl ester are dissolved in 700 ml. of alcohol. 150 g. of triethylamine are added and at reflux temperature 135 g. of benzyl(ethyl)amine are slowly dropped in. After the addition is completed, the heating is continued for another hour. After this time, the solvent is removed in vacuo, 300 ml. of water are added and the mixture extracted three times with 200 ml. portions of ether. The organic layers are combined, dried with calciu... Starting materials: C1CCOC1 (THF), FC1=CC(=C(C#N)C=C1)Cl (4-fluoro-2-chloro-benzonitrile), O (water), solution, CC(C)([O-])C.[K+] (potassium t-butoxide), C1CCOC1 (THF), cis-1,2-dihydroxy cylcopentanol. The solvent is C(C)(C)(C)O (t-butanol). Run at temperature 5 celsius, time 0.5 hour. Yields the product ClC1=C(C#N)C=CC(=C1)O[C@H]1[C@H](CCC1)O (2-Chloro-4-(cis-2-hydroxy-cyclopentyloxy)-benzonitrile). RXN SMILES: C[C:2](C)([O-:4])C.[K+].[CH2:7]1[CH2:11][O:10][CH2:9][CH2:8]1.F[C:13]1[CH:20]=[CH:19][C:16]([C:17]#[N:18])=[C:15]([Cl:21])[CH:14]=1.O>C(O)(C)(C)C>[Cl:21][C:15]1[CH:14]=[C:13]([O:4][C@@H:2]2[CH2:9][CH2:8][CH2:7][C@@H:11]2[OH:10])[CH:20]=[CH:19][C:16]=1[C:17]#[N:18] |f:0.1|. Procedure details: A 1.0 M solution of potassium t-butoxide in t-butanol (3.2 mL) was added to a 16 mL vial fitted with a septa cap containing 3 mL of dry THF and 300 mg (3 mmoles) of cis-1,2-dihydroxy cylcopentanol at 5° C. The mixture was stirred for 0.5 h at 5° C., after which time 3 mL of a 1.0 M THF solution of 4-fluoro-2-chloro-benzonitrile was added. The reaction was stirred at 5° C. for 3 h and then allowed to warm to room temperature and stirred overnight at room temperature. The reaction mixture was cool... The reactants are O=C(OCc1ccccc1)C(Cc1ccccc1)N(Cc1ccccc1)Cc1ccccc1, CCOC(C)=O, CS(C)=O, [NH2-], [Na], C1CCOC1, O=C(O)CC(O)(CC(=O)O)C(=O)O. Yields the product CS(=O)CC(=O)C(Cc1ccccc1)N(Cc1ccccc1)Cc1ccccc1. RXN SMILES: [CH2:3]([c:5]1[cH:6][cH:7][cH:8][cH:9][cH:35]1)[O:10][C:11](=[O:4])[CH:12]([N:13]([CH2:14][c:15]1[cH:16][cH:17][cH:18][cH:19][cH:20]1)[CH2:21][c:22]1[cH:23][cH:24][cH:25][cH:26][cH:27]1)[CH2:28][c:29]1[cH:30][cH:31][cH:32][cH:33][cH:34]1.[CH3:49][CH2:50][O:51][C:52](=[O:53])[CH3:54].[CH3:55][S:56](=[O:57])[CH3:58].[NH2-:2].[Na:1].[O:59]1[CH2:60][CH2:61][CH2:62][CH2:63]1.[OH:36][C:37]([CH2:38][C:39]([C:40](=[O:41])[OH:42])([CH2:43][C:44](=[O:45])[OH:46])[OH:47])=[O:48]>>[O:10]=[C:11]([CH:12]([N:13]([CH2:14][c:15]1[cH:16][cH:17][cH:18][cH:19][cH:20]1)[CH2:21][c:22]1[cH:23][cH:24][cH:25][cH:26][cH:27]1)[CH2:28][c:29]1[cH:30][cH:31][cH:32][cH:33][cH:34]1)[CH2:55][S:56](=[O:57])[CH3:58]. Starting materials: [Cl-].C[N+]1(CCC2(CNC(O2)=O)CC1)C (8,8-Dimethyl-2-oxo-1-oxa-3-aza-8-azoniaspiro[4.5]decane chloride), C(C)(C)(C)OCl (t-Butylhypochlorite). Run in CO (methanol). Conditions: time 1 hour. The product is [Cl-].ClN1C(OC2(C1)CC[N+](CC2)(C)C)=O (3-Chloro-8,8-dimethyl-2-oxo-1-oxa-3-aza-8-azoniaspiro[4.5]decane chloride). Reaction SMILES: [Cl-:1].[CH3:2][N+:3]1([CH3:14])[CH2:13][CH2:12][C:6]2([O:10][C:9](=[O:11])[NH:8][CH2:7]2)[CH2:5][CH2:4]1.C(O[Cl:20])(C)(C)C>CO>[Cl-:20].[Cl:1][N:8]1[CH2:7][C:6]2([CH2:12][CH2:13][N+:3]([CH3:2])([CH3:14])[CH2:4][CH2:5]2)[O:10][C:9]1=[O:11] |f:0.1,4.5|. Procedure details: 8,8-Dimethyl-2-oxo-1-oxa-3-aza-8-azoniaspiro[4.5]decane chloride (1.60 g, 7.25 mmol) was dissolved in methanol (80 ml). t-Butylhypochlorite (1.18 g, 10.87 mmol) was added to the solution, and the combined mixture was stirred for 1 hour at room temperature. The reaction mixture was monitored by HPLC-MS. The reaction mixture was concentrated in vacuo. The crude material was purified by Prep-HPLC to give 243 mg (13%). 1H NMR (CDCl3) δ 3.84 (s, 2H), 3.52-3.69 (m, 4H), 3.25 (s, 3H), 3.18 (s, 3H), 2.3... The reactants are C=C(CC(=O)OC)C(=O)OC, CO, O. Yields the product COC(=O)CC(C)C(=O)OC. Reaction SMILES: [C:1]([C:2](=[CH2:3])[CH2:4][C:5](=[O:6])[O:7][CH3:8])(=[O:9])[O:10][CH3:11].[CH3:13][OH:14].[O:12]>>[C:1]([CH:2]([CH3:3])[CH2:4][C:5](=[O:6])[O:7][CH3:8])(=[O:9])[O:10][CH3:11]. The reactants are CCOC=O, O=C1CCCCC1. Yields the product O=C1CCCCC1=CO. RXN SMILES: [CH:8](=[O:9])[O:10][CH2:11][CH3:12].[O:1]=[C:2]1[CH2:3][CH2:4][CH2:5][CH2:6][CH2:7]1>>[O:1]=[C:2]1[C:3](=[CH:8][OH:9])[CH2:4][CH2:5][CH2:6][CH2:7]1.